This data is from the Open Reaction Database (ORD), a public repository of structured organic reaction records. The task is: describe an organic reaction: reactants, conditions, products, and yield Reactants: C1OC2=C(C=O)C=CC=C2OC1 (2,3-ethylenedioxybenzaldehyde), [Mn](=O)(=O)(=O)[O-].[K+] (potassium permanganate), [OH-].[K+] (potassium hydroxide). The solvent is O (water), O (water). Run at time 1.5 hour. Yields the product C1OC2=C(C(=O)O)C=CC=C2OC1 (2,3-ethylenedioxybenzoic acid). Yield: 66.5%. Reaction SMILES: [CH2:1]1[CH2:12][O:11][C:10]2[C:3](=[C:4]([CH:7]=[CH:8][CH:9]=2)[CH:5]=[O:6])[O:2]1.[Mn]([O-])(=O)(=O)=[O:14].[K+].[OH-].[K+]>O>[CH2:1]1[CH2:12][O:11][C:10]2[C:3](=[C:4]([CH:7]=[CH:8][CH:9]=2)[C:5]([OH:14])=[O:6])[O:2]1 |f:1.2,3.4|. Procedure: Into a 500 ml round bottom flask fitted with a 250 ml addition funnel and a magnetic stir bar were placed 2,3-ethylenedioxybenzaldehyde (4.07 g, 24.7 mmol) and 100 ml of water. The mixture was heated to 80° and potassium permanganate (7.84 g, 49.6 mmol) in 150 ml of water was added dropwise via the addition funnel over 20 minutes. After the addition was complete the mixture was allowed to stir at 80° for 1.5 hours. The mixture was made basic with a 10% potassium hydroxide solution and the solids... Isolated yield 98.6%. Reagents/catalysts: [Pd] (palladium on carbon). Yields the product FC1=CC=C(C=C1)N1CN(C(C12CCNCC2)=O)CC=2C=C(C(=O)OC(C)(C)C)C=CC2 (tert-butyl 3-((1-(4-fluorophenyl)-4-oxo-1,3,8-triazaspiro[4.5]decan-3-yl)methyl)benzoate). Run in CO (methanol). Reaction conditions: time 4 hour. Procedure: To a solution of benzyl 3-(3-(tert-butoxycarbonyl)benzyl)-1-(4-fluorophenyl)-4-oxo-1,3,8-triazaspiro[4.5]decane-8-carboxylate (0.82 g, 1.43 mmol) in methanol (10 mL), was added 10 wt % palladium on carbon (0.2 g). After stirring under hydrogen at room temperature and atmospheric pressure for 4 hours, the reaction mixture was filtered, washed with methanol, concentrated in vacuo to obtain tert-butyl 3-((1-(4-fluorophenyl)-4-oxo-1,3,8-triazaspiro[4.5]decan-3-yl)methyl)benzoate (0.62 g, 99%). As a reaction SMILES: [C:1]([O:5][C:6]([C:8]1[CH:9]=[C:10]([CH:40]=[CH:41][CH:42]=1)[CH2:11][N:12]1[C:16](=[O:17])[C:15]2([CH2:22][CH2:21][N:20](C(OCC3C=CC=CC=3)=O)[CH2:19][CH2:18]2)[N:14]([C:33]2[CH:38]=[CH:37][C:36]([F:39])=[CH:35][CH:34]=2)[CH2:13]1)=[O:7])([CH3:4])([CH3:3])[CH3:2]>CO.[Pd]>[F:39][C:36]1[CH:35]=[CH:34][C:33]([N:14]2[C:15]3([CH2:18][CH2:19][NH:20][CH2:21][CH2:22]3)[C:16](=[O:17])[N:12]([CH2:11][C:10]3[CH:9]=[C:8]([CH:42]=[CH:41][CH:40]=3)[C:6]([O:5][C:1]([CH3:2])([CH3:3])[CH3:4])=[O:7])[CH2:13]2)=[CH:38][CH:37]=1. Reactants: C(C)(C)(C)OC(=O)C=1C=C(CN2CN(C3(C2=O)CCN(CC3)C(=O)OCC3=CC=CC=C3)C3=CC=C(C=C3)F)C=CC1 (benzyl 3-(3-(tert-butoxycarbonyl)benzyl)-1-(4-fluorophenyl)-4-oxo-1,3,8-triazaspiro[4.5]decane-8-carboxylate). Conditions: temperature -20 celsius, time 30 minute. Starting materials: C1=CC(=CC=C1C(=O)C(F)(F)F)Cl (4-chloro-α,α,α-trifluoroacetophenone), CCCCCC (n-hexane), C(CCC)[Li].CCCCCC (n-butyllithium hexane), [Cl-].COC[P+](C1=CC=CC=C1)(C1=CC=CC=C1)C1=CC=CC=C1 (methoxymethyltriphenylphosphonium chloride). Solvent: C1CCOC1 (THF), C1CCOC1 (THF). Reaction SMILES: C([Li])CCC.CCCCCC.[Cl-].[CH3:13][O:14][CH2:15][P+](C1C=CC=CC=1)(C1C=CC=CC=1)C1C=CC=CC=1.[CH:35]1[C:40]([C:41]([C:43]([F:46])([F:45])[F:44])=O)=[CH:39][CH:38]=[C:37]([Cl:47])[CH:36]=1.CCCCCC>C1COCC1>[CH3:13][O:14][CH:15]=[C:41]([C:40]1[CH:39]=[CH:38][C:37]([Cl:47])=[CH:36][CH:35]=1)[C:43]([F:46])([F:45])[F:44] |f:0.1,2.3|. Yields the product COC=C(C(F)(F)F)C1=CC=C(C=C1)Cl (2-(4-chlorophenyl)-3,3,3-trifluoropropenyl methyl ether). Procedure details: Under a nitrogen atmosphere, 33.6 ml of n-butyllithium/hexane solution (1.2M solution) was added to a solution of 17.3 g of methoxymethyltriphenylphosphonium chloride in 150 ml of dry THF at -60° C. The reaction solution was stirred at -60° C. for 30 minutes and at -20° C. for 30 minutes. A solution of 7.0 g of 4-chloro-α,α,α-trifluoroacetophenone in 10 ml of dry THF was slowly added to the reaction solution at -60° C. The reaction solution was stirred at -60° C. for 1 hour and at room temperatu... Yield: 52.5%. Reaction conditions: temperature 5 celsius, time 30 minute. Solvent: O (water). Procedure details: Kojic acid, 30 g, as added to 150 ml of water and dissolved at 70° C. To the solution was added 30 g of zinc powders and, 90 ml of conc. hydrochloric acid (12 N) was dropwise added to the mixture over 2 hours. The mixture was stirred at the same temperature for 30 minutes. Insoluble matters (zinc powders) were removed and the reaction liquid was cooled to 5° C. After adjusting its pH to 2 with 50% aqueous sodium hydroxide solution, the mixture was concentrated under reduced pressure and the resi... Starting materials: C1=C(OC=C(C1=O)O)CO (Kojic acid), Cl (hydrochloric acid), [OH-].[Na+] (sodium hydroxide). The product is OC=1C(C=C(OC1)C)=O (5-Hydroxy-2-methyl-4-pyrone). Reagents/catalysts: [Zn] (zinc), [Zn] (zinc). Reaction SMILES: [CH:1]1[C:6](=[O:7])[C:5]([OH:8])=[CH:4][O:3][C:2]=1[CH2:9]O.Cl.[OH-].[Na+]>[Zn].O>[OH:8][C:5]1[C:6](=[O:7])[CH:1]=[C:2]([CH3:9])[O:3][CH:4]=1 |f:2.3|. Reactants: 93.74, C=CC1=CC=CC=C1 (styrene), C(=C)C1=CC=C(C=C1)S(=O)(=O)O (4-vinylbenzenesulfonic acid), ester, N(=NC(C#N)(CC(C)C)C)C(C#N)(CC(C)C)C (2,2′-azobis(2,4-dimethylvaleronitrile)), N(=NC(C#N)(CC(C)C)C)C(C#N)(CC(C)C)C (2,2′-azobis(2,4-dimethylvaleronitrile)). Run in C(C)C(=O)C (methyl ethyl ketone). Conditions: temperature 65 celsius, time 2 hour. The product is C=CC1=CC=CC=C1.C1(CCCCC1)OS(=O)(=O)C1=CC=C(C=C1)C=C (styrene 4-vinylbenzenesulfonic acid cyclohexyl ester). Reaction SMILES: [CH2:1]=[CH:2][C:3]1[CH:8]=[CH:7][CH:6]=[CH:5][CH:4]=1.[CH:9]([C:11]1[CH:16]=[CH:15][C:14]([S:17]([OH:20])(=[O:19])=[O:18])=[CH:13][CH:12]=1)=[CH2:10].N(C(C)(CC(C)C)C#N)=NC(C)(CC(C)C)C#N>C(C(C)=O)C>[CH2:1]=[CH:2][C:3]1[CH:8]=[CH:7][CH:6]=[CH:5][CH:4]=1.[CH:3]1([O:19][S:17]([C:14]2[CH:13]=[CH:12][C:11]([CH:9]=[CH2:10])=[CH:16][CH:15]=2)(=[O:20])=[O:18])[CH2:8][CH2:7][CH2:6][CH2:5][CH2:4]1 |f:4.5|. Reported procedure: A three-necked flask having a capacity of 500 ml was charged with 240 g of methyl ethyl ketone and the content was stirred at 65° C in a nitrogen gas stream. A mixture of 93.74 of styrene, 26.64 g of 4-vinylbenzenesulfonic acid cyclohe ester and 1.99 g of 2,2′-azobis(2,4-dimethylvaleronitrile) was dropwise added thereto over 2 hours. After completion of the dropwise addition, 0.5 g of 2,2′-azobis(2,4-dimethylvaleronitrile) was further added, followed by stirring for further 2 hours, thereby a st...